Dataset: the Open Reaction Database (ORD), a public repository of structured organic reaction records. Task: describe an organic reaction: reactants, conditions, products, and yield The reactants are COCCN1CCNCC1, CC#N, C=C1CCN(c2ccc(Cl)cc2)C1=O. The product is COCCN1CCN(CC2CCN(c3ccc(Cl)cc3)C2=O)CC1. Reaction SMILES: [CH3:15][O:16][CH2:17][CH2:18][N:19]1[CH2:20][CH2:21][NH:22][CH2:23][CH2:24]1.[CH3:25][C:26]#[N:27].[Cl:1][c:2]1[cH:3][cH:4][c:5]([N:8]2[C:9](=[O:14])[C:10](=[CH2:13])[CH2:11][CH2:12]2)[cH:6][cH:7]1>>[Cl:1][c:2]1[cH:3][cH:4][c:5]([N:8]2[C:9](=[O:14])[CH:10]([CH2:13][N:22]3[CH2:21][CH2:20][N:19]([CH2:18][CH2:17][O:16][CH3:15])[CH2:24][CH2:23]3)[CH2:11][CH2:12]2)[cH:6][cH:7]1. Reactants: C(O)CN (ethanolamine), C1(CCCC2=CC=CC=C12)N=C=O (1,2,3,4-tetrahydro-1-naphthyl isocyanate). The yield is 91.9%. The solvent is CCOCC (ether), CCOCC (ether), CCOCC (ether). As a reaction SMILES: [CH2:1]([CH2:3][NH2:4])[OH:2].[CH:5]1([N:15]=[C:16]=[O:17])[C:14]2[C:9](=[CH:10][CH:11]=[CH:12][CH:13]=2)[CH2:8][CH2:7][CH2:6]1>CCOCC>[OH:2][CH2:1][CH2:3][NH:4][C:16]([NH:15][CH:5]1[C:14]2[C:9](=[CH:10][CH:11]=[CH:12][CH:13]=2)[CH2:8][CH2:7][CH2:6]1)=[O:17]. Reported procedure: To a stirred solution of 2.42 grams (0.04 mole) of ethanolamine in 200 ml. of ether is added a solution of 6.95 grams (0.04 mole) of 1,2,3,4-tetrahydro-1-naphthyl isocyanate in 150 ml. of ether over a period of 30 minutes. Additional ether is added to facilitate stirring as the product precipitates. One hour after the isocyanate addition is complete, the mixture is filtered. The filter cake is washed with ether and dried to give 8.61 grams white solid, melting point 146° to 149° C. Recrystalliza... Yields the product OCCNC(=O)NC1CCCC2=CC=CC=C12 (1-(2-Hydroxyethyl)-3-(1,2,3,4-tetrahydro-1-naphthyl)urea). Reactants: CCCCCN(Cc1ccc(-c2ccccc2S(=O)(=O)NC(C)(C)C)cc1)C(=O)N1CCCc2ccccc21, COc1ccccc1, O=C(O)C(F)(F)F. The product is CCCCCN(Cc1ccc(-c2ccccc2S(N)(=O)=O)cc1)C(=O)N1CCCc2ccccc21. RXN SMILES: [C:1]([CH3:2])([CH3:3])([CH3:4])[NH:5][S:6](=[O:7])(=[O:8])[c:9]1[c:10](-[c:15]2[cH:16][cH:17][c:18]([CH2:21][N:22]([C:23](=[O:24])[N:25]3[CH2:26][CH2:27][CH2:28][c:29]4[cH:30][cH:31][cH:32][cH:33][c:34]43)[CH2:35][CH2:36][CH2:37][CH2:38][CH3:39])[cH:19][cH:20]2)[cH:11][cH:12][cH:13][cH:14]1.[CH3:47][O:48][c:49]1[cH:50][cH:51][cH:52][cH:53][cH:54]1.[F:40][C:41]([F:42])([F:43])[C:44]([OH:45])=[O:46]>>[NH2:5][S:6](=[O:7])(=[O:8])[c:9]1[c:10](-[c:15]2[cH:16][cH:17][c:18]([CH2:21][N:22]([C:23](=[O:24])[N:25]3[CH2:26][CH2:27][CH2:28][c:29]4[cH:30][cH:31][cH:32][cH:33][c:34]43)[CH2:35][CH2:36][CH2:37][CH2:38][CH3:39])[cH:19][cH:20]2)[cH:11][cH:12][cH:13][cH:14]1. Reactants: CC(C)(C)OC(=O)CBr, Brc1ccc2c(c1)CCNC2, CC#N, [I-], [Na+], [Na+], [Na+], O=C([O-])[O-], O. Yields the product CC(C)(C)OC(=O)CN1CCc2cc(Br)ccc2C1. RXN SMILES: [Br:12][CH2:13][C:14](=[O:15])[O:16][C:17]([CH3:18])([CH3:19])[CH3:20].[Br:1][c:2]1[cH:3][c:4]2[c:9]([cH:10][cH:11]1)[CH2:8][NH:7][CH2:6][CH2:5]2.[CH3:29][C:30]#[N:31].[I-:27].[Na+:21].[Na+:22].[Na+:28].[O-:23][C:24](=[O:25])[O-:26].[OH2:32]>>[Br:1][c:2]1[cH:3][c:4]2[c:9]([cH:10][cH:11]1)[CH2:8][N:7]([CH2:13][C:14](=[O:15])[O:16][C:17]([CH3:18])([CH3:19])[CH3:20])[CH2:6][CH2:5]2. Reactants: CC(C)(C)OC(=O)Nc1cccnc1CNC1CCCc2cccnc21, COC(=O)c1cc(C#N)ccc1CBr, CC#N, CN(C)c1ccncc1, CCN(C(C)C)C(C)C. Product: COC(=O)c1cc(C#N)ccc1CN(Cc1ncccc1NC(=O)OC(C)(C)C)C1CCCc2cccnc21. Reaction SMILES: [C:1]([CH3:2])([CH3:3])([CH3:4])[O:5][C:6]([NH:7][c:8]1[c:9]([CH2:14][NH:15][CH:16]2[CH2:17][CH2:18][CH2:19][c:20]3[cH:21][cH:22][cH:23][n:24][c:25]32)[n:10][cH:11][cH:12][cH:13]1)=[O:26].[CH3:27][O:28][C:29]([c:30]1[c:31]([CH2:38][Br:39])[cH:32][cH:33][c:34]([C:36]#[N:37])[cH:35]1)=[O:40].[CH3:50][C:51]#[N:52].[CH3:53][N:54]([c:55]1[cH:56][cH:57][n:58][cH:59][cH:60]1)[CH3:61].[CH:41]([N:42]([CH2:43][CH3:44])[CH:45]([CH3:46])[CH3:47])([CH3:48])[CH3:49]>>[C:1]([CH3:2])([CH3:3])([CH3:4])[O:5][C:6]([NH:7][c:8]1[c:9]([CH2:14][N:15]([CH:16]2[CH2:17][CH2:18][CH2:19][c:20]3[cH:21][cH:22][cH:23][n:24][c:25]32)[CH2:38][c:31]2[c:30]([C:29]([O:28][CH3:27])=[O:40])[cH:35][c:34]([C:36]#[N:37])[cH:33][cH:32]2)[n:10][cH:11][cH:12][cH:13]1)=[O:26]. Starting materials: [N+](=O)([O-])C1=CC=C(C=C1)B(O)O (4-nitrophenylboronic acid), O (water), BrC=1SC(=C(N1)C)C(=O)OCC (ethyl 2-bromo-4-methyl-1,3-thiazole-5-carboxylate), C([O-])(O)=O.[Na+] (sodium bicarbonate). The yield is 83.0%. The product is CC=1N=C(SC1C(=O)OCC)C1=CC=C(C=C1)[N+](=O)[O-] (Ethyl 4-methyl-2-(4-nitrophenyl)-1,3-thiazole-5-carboxylate). The reagents and catalysts are C=1C=CC(=CC1)[P](C=2C=CC=CC2)(C=3C=CC=CC3)[Pd]([P](C=4C=CC=CC4)(C=5C=CC=CC5)C=6C=CC=CC6)([P](C=7C=CC=CC7)(C=8C=CC=CC8)C=9C=CC=CC9)[P](C=1C=CC=CC1)(C=1C=CC=CC1)C=1C=CC=CC1 (tetrakis(triphenylphosphine)palladium). Reaction SMILES: [N+:1]([C:4]1[CH:9]=[CH:8][C:7](B(O)O)=[CH:6][CH:5]=1)([O-:3])=[O:2].Br[C:14]1[S:15][C:16]([C:20]([O:22][CH2:23][CH3:24])=[O:21])=[C:17]([CH3:19])[N:18]=1.C(=O)(O)[O-].[Na+].O>C1C=CC([P]([Pd]([P](C2C=CC=CC=2)(C2C=CC=CC=2)C2C=CC=CC=2)([P](C2C=CC=CC=2)(C2C=CC=CC=2)C2C=CC=CC=2)[P](C2C=CC=CC=2)(C2C=CC=CC=2)C2C=CC=CC=2)(C2C=CC=CC=2)C2C=CC=CC=2)=CC=1.O1CCOCC1>[CH3:19][C:17]1[N:18]=[C:14]([C:7]2[CH:8]=[CH:9][C:4]([N+:1]([O-:3])=[O:2])=[CH:5][CH:6]=2)[S:15][C:16]=1[C:20]([O:22][CH2:23][CH3:24])=[O:21] |f:2.3,^1:34,36,55,74|. Run in O1CCOCC1 (1,4-dioxane). Reported procedure: The same operation as in Example (91a) was performed using 4-nitrophenylboronic acid (1 g, 6 mmol), ethyl 2-bromo-4-methyl-1,3-thiazole-5-carboxylate (1 g, 4 mmol), sodium bicarbonate (1.34 g, 16 mmol), tetrakis(triphenylphosphine)palladium (460 mg, 0.4 mmol), water (5 mL) and 1,4-dioxane (10 mL), to obtain 0.97 g of the title compound as a light yellow solid (83%).